Dataset: the Open Reaction Database (ORD), a public repository of structured organic reaction records. Task: describe an organic reaction: reactants, conditions, products, and yield The reactants are C(C)C1=C(C=O)C(=CC=C1OC)CC (2,6-diethyl-3-methoxy-benzaldehyde), C(Br)(Br)(Br)Br (carbon tetrabromide), C1(=CC=CC=C1)P(C1=CC=CC=C1)C1=CC=CC=C1 (triphenylphosphine). Yields the product BrC(=CC1=C(C=CC(=C1CC)OC)CC)Br (2-(2,2-Dibromo-vinyl)-1,3-diethyl-4-methoxy-benzene). As a reaction SMILES: [CH2:1]([C:3]1[C:10]([O:11][CH3:12])=[CH:9][CH:8]=[C:7]([CH2:13][CH3:14])[C:4]=1[CH:5]=O)[CH3:2].[C:15](Br)(Br)([Br:17])[Br:16].C1(P(C2C=CC=CC=2)C2C=CC=CC=2)C=CC=CC=1>>[Br:16][C:15]([Br:17])=[CH:5][C:4]1[C:3]([CH2:1][CH3:2])=[C:10]([O:11][CH3:12])[CH:9]=[CH:8][C:7]=1[CH2:13][CH3:14]. Procedure details: 2-(2,2-Dibromo-vinyl)-1,3-diethyl-4-methoxy-benzene was prepared from 2,6-diethyl-3-methoxy-benzaldehyde, carbon tetrabromide and triphenylphosphine in analogy to Example 1d): colourless oil; 1H-NMR (CDCl3): 1.08 (3H, t, CH3), 1.17 (3H, t, CH3), 2.55 (4H, m, 2×CH2), 3.81 (3H, s, OMe), 6.82 (1H, d, ArH), 7.05 (1H, d, ArH), 7.44 (1H, s, CH═CBr2). Reactants: FC(C(CC#N)=O)(C)F (4,4-difluoro-3-oxo-pentanenitrile), Cl.C1(=CC=CC=C1)NN (phenyl hydrazine hydrochloride). Run in C(C)O (ethanol). Run at temperature 70 celsius. Yields the product FC(C)(F)C1=NN(C(=C1)N)C1=CC=CC=C1 (3-(1,1-difluoroethyl)-1-phenyl-1H-pyrazol-5-amine). Isolated yield 31.5%. RXN SMILES: [F:1][C:2]([F:9])([CH3:8])[C:3](=O)[CH2:4][C:5]#[N:6].Cl.[C:11]1([NH:17][NH2:18])[CH:16]=[CH:15][CH:14]=[CH:13][CH:12]=1>C(O)C>[F:1][C:2]([C:3]1[CH:4]=[C:5]([NH2:6])[N:17]([C:11]2[CH:16]=[CH:15][CH:14]=[CH:13][CH:12]=2)[N:18]=1)([F:9])[CH3:8] |f:1.2|. Reported procedure: A stirred mixture of 4,4-difluoro-3-oxopentanenitrile (prepared as described in Example 152A Step 1) (1 g, 7.52 mmol) and phenyl hydrazine hydrochloride (1.08 g, 7.52 mmol) in ethanol (30 mL) was heated at 70° C. for 8 h. After cooling to rt, the mixture was concentrated under reduced pressure. The residue was partitioned between dichloromethane (200 mL) and saturated aqueous sodium hydrogen carbonate solution (200 mL). The organic layer was separated and dried over magnesium sulfate and filtere... Starting materials: ClC=1C=C(C=NC1)CCC(=O)OCC (ethyl 3-(5-chloropyridin-3-yl)propanoate), C(C)(=O)OCC (ethyl acetate), ClC1=CC=C(C=C1)N1CCN(CC1)S(=O)(=O)C (1-(4-chlorophenyl)-4-(methylsulfonyl)piperazine), [Li+].C[Si](C)(C)[N-][Si](C)(C)C (LiHMDS), solution. The solvent is C1CCOC1 (THF), CCCCCC (hexane), C1CCOC1 (THF), C1CCOC1 (THF). Conditions: time 40 minute. Product: ClC1=CC=C(C=C1)N1CCN(CC1)S(=O)(=O)CC(CCC=1C=NC=C(C1)Cl)=O (1-{[4-(4-chlorophenyl)piperazin-1-yl]sulfonyl}-4-(5-chloropyridin-3-yl)butan-2-one). Isolated yield 61.2%. RXN SMILES: [Cl:1][C:2]1[CH:7]=[CH:6][C:5]([N:8]2[CH2:13][CH2:12][N:11]([S:14]([CH3:17])(=[O:16])=[O:15])[CH2:10][CH2:9]2)=[CH:4][CH:3]=1.[Li+].C[Si]([N-][Si](C)(C)C)(C)C.[Cl:28][C:29]1[CH:30]=[C:31]([CH2:35][CH2:36][C:37](OCC)=[O:38])[CH:32]=[N:33][CH:34]=1.C(OCC)(=O)C>C1COCC1.CCCCCC>[Cl:1][C:2]1[CH:3]=[CH:4][C:5]([N:8]2[CH2:13][CH2:12][N:11]([S:14]([CH2:17][C:37](=[O:38])[CH2:36][CH2:35][C:31]3[CH:32]=[N:33][CH:34]=[C:29]([Cl:28])[CH:30]=3)(=[O:15])=[O:16])[CH2:10][CH2:9]2)=[CH:6][CH:7]=1 |f:1.2|. Procedure details: To a stirred solution of 1-(4-chlorophenyl)-4-(methylsulfonyl)piperazine (235 mg, 0.85 mmol) in dry THF (7.5 mL) at −10° C. under an argon atmosphere was added dropwise over 4 minutes a solution of LiHMDS (1.71 mL of a 1.0 M solution in THF, 1.71 mmol). The solution was then stirred at this temperature for 40 minutes. A solution of ethyl 3-(5-chloropyridin-3-yl)propanoate (201 mg, 0.94 mmol) in THF (1 mL) was then added dropwise via cannula over a period of 5 minutes. The reaction was stirred at... Starting materials: C(CCCC)SC1=CC=C(S1)CNO (N-[5-n-pentylthiothien-2-ylmethyl]-hydroxylamine), C[Si](C)(C)N=C=S (trimethylsilylisothiocyanate). The solvent is O1CCOCC1 (dioxan). Product: ON(C(=S)N)CC=1SC(=CC1)SCCCCC (1-Hydroxy-1-[5-n-pentylthiothien-2-ylmethyl]thio urea). Reaction SMILES: [CH2:1]([S:6][C:7]1[S:11][C:10]([CH2:12][NH:13][OH:14])=[CH:9][CH:8]=1)[CH2:2][CH2:3][CH2:4][CH3:5].C[Si]([N:19]=[C:20]=[S:21])(C)C>O1CCOCC1>[OH:14][N:13]([CH2:12][C:10]1[S:11][C:7]([S:6][CH2:1][CH2:2][CH2:3][CH2:4][CH3:5])=[CH:8][CH:9]=1)[C:20]([NH2:19])=[S:21]. Reported procedure: To a solution of N-[5-n-pentylthiothien-2-ylmethyl]-hydroxylamine (4.36 g) in dioxan (60 ml) at room temperature under nitrogen, was added trimethylsilylisothiocyanate (3.11 g) and the solution heated at reflux for 1 hour. The cooled solution was quenched with saturated aqueous ammonium chloride, dried over MgSO4 and evaporated under reduced pressure to give a brown oil. The oil was flash chromatographed on a Sorbsil C60-40/60H column using ether to give a pale yellow solid, recrystallized from ... Starting materials: O=C([O-])[O-], CC1CCC[NH2+]1, CC#N, O=C1CCCc2cc(OCCCCl)ccc21, [I-], [K+], [K+], [K+], O=S(=O)([O-])c1ccccc1. Product: CC1CCCN1CCCOc1ccc2c(c1)CCCC2=O. Reaction SMILES: [C:33](=[O:34])([O-:35])[O-:36].[CH3:17][CH:18]1[NH2+:19][CH2:20][CH2:21][CH2:22]1.[CH3:41][C:42]#[N:43].[Cl:1][CH2:2][CH2:3][CH2:4][O:5][c:6]1[cH:7][c:8]2[c:13]([cH:14][cH:15]1)[C:12](=[O:16])[CH2:11][CH2:10][CH2:9]2.[I-:40].[K+:37].[K+:38].[K+:39].[c:23]1([S:24]([O-:25])(=[O:26])=[O:27])[cH:28][cH:29][cH:30][cH:31][cH:32]1>>[CH2:2]([CH2:3][CH2:4][O:5][c:6]1[cH:7][c:8]2[c:13]([cH:14][cH:15]1)[C:12](=[O:16])[CH2:11][CH2:10][CH2:9]2)[N:19]1[CH:18]([CH3:17])[CH2:22][CH2:21][CH2:20]1. Reactants: ClC1=CC=C2C(=CC(=NC2=C1)C1=CC=CC=C1)C(CC1CCNCC1)=O (1-(7-chloro-2-phenyl-4-quinolyl)-2-(4-piperidyl)-ethanone), O.NN (hydrazine hydrate), [OH-].[Na+] (sodium hydroxide). Run in C(COCCO)O (diethylene glycol). The product is ClC1=CC=C2C(=CC(=NC2=C1)C1=CC=CC=C1)CCC1CCNCC1 (7-chloro-2-phenyl-4-[2-(4-piperidyl)-ethyl]-quinoline). Yield: 34.7%. RXN SMILES: [Cl:1][C:2]1[CH:11]=[C:10]2[C:5]([C:6]([C:18](=O)[CH2:19][CH:20]3[CH2:25][CH2:24][NH:23][CH2:22][CH2:21]3)=[CH:7][C:8]([C:12]3[CH:17]=[CH:16][CH:15]=[CH:14][CH:13]=3)=[N:9]2)=[CH:4][CH:3]=1.O.NN.[OH-].[Na+]>C(O)COCCO>[Cl:1][C:2]1[CH:11]=[C:10]2[C:5]([C:6]([CH2:18][CH2:19][CH:20]3[CH2:25][CH2:24][NH:23][CH2:22][CH2:21]3)=[CH:7][C:8]([C:12]3[CH:17]=[CH:16][CH:15]=[CH:14][CH:13]=3)=[N:9]2)=[CH:4][CH:3]=1 |f:1.2,3.4|. Reported procedure: The operation is as in Example 18, starting from 13.5 g of 1-(7-chloro-2-phenyl-4-quinolyl)-2-(4-piperidyl)-ethanone prepared as indicated in Example 10, 6 g of 98% hydrazine hydrate and 2.4 g of sodium hydroxide in 200 ml of diethylene glycol. 4.5 g of 7-chloro-2-phenyl-4-[2-(4-piperidyl)-ethyl]-quinoline are obtained, the monohydrochloride of which, formed by the action of hydrochloric acid in isopropanol, melts at 195° C. Starting materials: [OH-].[Na+] (NaOH), ClCC(=O)[O-].[Na+] (sodium chloroacetate), NC(=S)N (thiourea), ClC1=C(CCl)C=CC(=C1)Cl (2,4-dichlorobenzylchloride). Solvent: O (water), O (water). Yields the product ClC1=C(CCC(=S)O)C=CC(=C1)Cl (2,4-Dichlorobenzylthio-acetic acid). Yield: 88.7%. As a reaction SMILES: NC(N)=[S:3].[Cl:5][C:6]1[CH:13]=[C:12]([Cl:14])[CH:11]=[CH:10][C:7]=1[CH2:8]Cl.[OH-].[Na+].Cl[CH2:18][C:19]([O-:21])=O.[Na+]>O>[Cl:5][C:6]1[CH:13]=[C:12]([Cl:14])[CH:11]=[CH:10][C:7]=1[CH2:8][CH2:18][C:19]([OH:21])=[S:3] |f:2.3,4.5|. Procedure: 15.2 g (0.2 mol) of thiourea in 100 ml of water are introduced into a 1 liter 3-necked flask. The mixture is heated to 50°-60° C. and 39.1 g (0.2 mol) of 2,4-dichlorobenzylchloride are introduced in a single operation. The mixture is heated under reflux and boiling is maintained for 15 minutes; the solution becomes limpid. The mixture is cooled and a solution of 32 g (0.8 mol) of NaOH in 50 ml of water is introduced dropwise at about 60° C. The mixture is again heated under reflux for 30 minutes...